describe an organic reaction: reactants, conditions, products, and yield From a dataset of the Open Reaction Database (ORD), a public repository of structured organic reaction records. Starting materials: CCOC(=O)C (AcOEt), OCC1(N=C(OC1)C)CCC1=CC=C(C=C1)O (4-[2-(4-hydroxymethyl-2-methyl-4,5-dihydro-oxazol-4-yl)-ethyl]-phenol), C(=O)([O-])[O-].[Cs+].[Cs+] (Cs2CO3), BrCCCOC1=CC=CC=C1 ((3-bromo-propoxy)-benzene). Run in O (water), CN(C)C=O (DMF). Run at temperature 85 celsius, time 4 hour. The product is CC=1OCC(N1)(CCC1=CC=C(C=C1)OCCCOC1=CC=CC=C1)CO ((2-methyl-4-{2-[4-(3-phenoxy-propoxy)-phenyl]-ethyl}-4,5-dihydro-oxazol-4-yl)-methanol). Reaction SMILES: [OH:1][CH2:2][C:3]1([CH2:9][CH2:10][C:11]2[CH:16]=[CH:15][C:14]([OH:17])=[CH:13][CH:12]=2)[CH2:7][O:6][C:5]([CH3:8])=[N:4]1.C([O-])([O-])=O.[Cs+].[Cs+].Br[CH2:25][CH2:26][CH2:27][O:28][C:29]1[CH:34]=[CH:33][CH:32]=[CH:31][CH:30]=1.CCOC(C)=O>CN(C=O)C.O>[CH3:8][C:5]1[O:6][CH2:7][C:3]([CH2:2][OH:1])([CH2:9][CH2:10][C:11]2[CH:12]=[CH:13][C:14]([O:17][CH2:25][CH2:26][CH2:27][O:28][C:29]3[CH:34]=[CH:33][CH:32]=[CH:31][CH:30]=3)=[CH:15][CH:16]=2)[N:4]=1 |f:1.2.3|. Reported procedure: To a solution of 4-[2-(4-hydroxymethyl-2-methyl-4,5-dihydro-oxazol-4-yl)-ethyl]-phenol (300 mg, 1.27 mmol) in DMF (5 ml) was added Cs2CO3 (1.2 g, 3.83 mmol) and (3-bromo-propoxy)-benzene (273 mg, 1.27 mmol). The reaction mixture was stirred at 85° C. for 4 hours. AcOEt and water were then added, the organic layer was separated and the aqueous phase was extracted with AcOEt (3×50 ml). The combined organic extracts were washed with brine, dried over MgSO4, and evaporated to dryness. Purification b... Reactants: CCN(C(C)C)C(C)C (DIEA), C(Cl)(Cl)Cl (CHCl3), ClC1=C2NC=NC2=NC(=N1)F (6-chloro-2-fluoropurine), N1=CC(=CC=C1)CN (C-pyridin-3-yl-methylamine). The solvent is CCCCO (n-BuOH), CO (MeOH). Reaction conditions: temperature -20 celsius, time 3 hour. Yields the product FC1=NC(=C2N=CNC2=N1)NCC=1C=NC=CC1 ((2-Fluoro-9H-purin-6-yl)-pyridin-3-ylmethyl-amine). Reaction SMILES: Cl[C:2]1[N:10]=[C:9]([F:11])[N:8]=[C:7]2[C:3]=1[NH:4][CH:5]=[N:6]2.CCN(C(C)C)C(C)C.[N:21]1[CH:26]=[CH:25][CH:24]=[C:23]([CH2:27][NH2:28])[CH:22]=1.C(Cl)(Cl)Cl>CCCCO.CO>[F:11][C:9]1[N:8]=[C:7]2[C:3]([N:4]=[CH:5][NH:6]2)=[C:2]([NH:28][CH2:27][C:23]2[CH:22]=[N:21][CH:26]=[CH:25][CH:24]=2)[N:10]=1. Procedure: To a stirred solution of 6-chloro-2-fluoropurine (0.9 g, 1 eq, 5.22 mmol) in n-BuOH (60 mL) under an argon atmosphere, cooled to −20° C., was added DIEA (2.5 mL, 2.75 eq, 14.35 mmol) followed by C-pyridin-3-yl-methylamine (0.58 mL, 1.1 eq, 5.69 mmol). The reaction mixture was stirred at −20° C. for 3 h, and then allowed to return to room temperature over 2 h, when TLC (CHCl3: MeOH; 90:10) indicated that the reaction had gone to completion. The solvent was evaporated in vacuo and the residue was ... Yields the product CN(C(=O)OC(C)(C)C)c1ccc(-c2ccc3nc(SCCF)sc3c2)cc1. Starting materials: FCCSc1nc2ccc(Br)cc2s1, O=C([O-])[O-], CN(C(=O)OC(C)(C)C)c1ccc(B2OC(C)(C)C(C)(C)O2)cc1, CCOC(C)=O, [Na+], [Na+], C1COCCO1, c1ccc(P(c2ccccc2)(c2ccccc2)[Pd](P(c2ccccc2)(c2ccccc2)c2ccccc2)(P(c2ccccc2)(c2ccccc2)c2ccccc2)P(c2ccccc2)(c2ccccc2)c2ccccc2)cc1. As a reaction SMILES: [Br:1][c:2]1[cH:3][c:4]2[c:5]([n:6][c:7]([S:9][CH2:10][CH2:11][F:12])[s:8]2)[cH:13][cH:14]1.[C:39](=[O:40])([O-:41])[O-:42].[CH3:15][N:16]([C:17]([O:18][C:19]([CH3:20])([CH3:21])[CH3:22])=[O:23])[c:24]1[cH:25][cH:26][c:27]([B:30]2[O:31][C:32]([CH3:33])([CH3:34])[C:35]([CH3:36])([CH3:37])[O:38]2)[cH:28][cH:29]1.[CH3:51][CH2:52][O:53][C:54]([CH3:55])=[O:56].[Na+:43].[Na+:44].[O:45]1[CH2:46][CH2:47][O:48][CH2:49][CH2:50]1.[cH:57]1[cH:58][cH:59][c:60]([P:61]([Pd:62]([P:63]([c:64]2[cH:65][cH:66][cH:67][cH:68][cH:69]2)([c:70]2[cH:71][cH:72][cH:73][cH:74][cH:75]2)[c:76]2[cH:77][cH:78][cH:79][cH:80][cH:81]2)([P:82]([c:83]2[cH:84][cH:85][cH:86][cH:87][cH:88]2)([c:89]2[cH:90][cH:91][cH:92][cH:93][cH:94]2)[c:95]2[cH:96][cH:97][cH:98][cH:99][cH:100]2)[P:101]([c:102]2[cH:103][cH:104][cH:105][cH:106][cH:107]2)([c:108]2[cH:109][cH:110][cH:111][cH:112][cH:113]2)[c:114]2[cH:115][cH:116][cH:117][cH:118][cH:119]2)([c:120]2[cH:121][cH:122][cH:123][cH:124][cH:125]2)[c:126]2[cH:127][cH:128][cH:129][cH:130][cH:131]2)[cH:132][cH:133]1>>[c:2]1(-[c:27]2[cH:26][cH:25][c:24]([N:16]([CH3:15])[C:17]([O:18][C:19]([CH3:20])([CH3:21])[CH3:22])=[O:23])[cH:29][cH:28]2)[cH:3][c:4]2[c:5]([n:6][c:7]([S:9][CH2:10][CH2:11][F:12])[s:8]2)[cH:13][cH:14]1.